This data is from the Open Reaction Database (ORD), a public repository of structured organic reaction records. The task is: describe an organic reaction: reactants, conditions, products, and yield Reactants: CC1(OCCO1)C1=CC=C(O1)CN1N=CC(=C1)N (1-[5-(2-methyl-[1,3]dioxolan-2-yl)-furan-2-ylmethyl]-1H-pyrazol-4-ylamine), FC(OC=1C=C(C=CC1)/C=C/C(=O)O)(F)F ((E)-3-(3-trifluoromethoxy-phenyl)-acrylic acid). Yields the product C(C)(=O)C1=CC=C(O1)CN1N=CC(=C1)NC(\C=C\C1=CC(=CC=C1)OC(F)(F)F)=O ((E)-N-[1-(5-Acetyl-furan-2-ylmethyl)-1H-pyrazol-4-yl]-3-(3-trifluoromethoxy-phenyl)-acrylamide). Reaction SMILES: [CH3:1][C:2]1([C:7]2[O:11][C:10]([CH2:12][N:13]3[CH:17]=[C:16]([NH2:18])[CH:15]=[N:14]3)=[CH:9][CH:8]=2)[O:6]CCO1.[F:19][C:20]([F:34])([F:33])[O:21][C:22]1[CH:23]=[C:24](/[CH:28]=[CH:29]/[C:30](O)=[O:31])[CH:25]=[CH:26][CH:27]=1>>[C:2]([C:7]1[O:11][C:10]([CH2:12][N:13]2[CH:17]=[C:16]([NH:18][C:30](=[O:31])/[CH:29]=[CH:28]/[C:24]3[CH:25]=[CH:26][CH:27]=[C:22]([O:21][C:20]([F:33])([F:34])[F:19])[CH:23]=3)[CH:15]=[N:14]2)=[CH:9][CH:8]=1)(=[O:6])[CH3:1]. Reported procedure: Following general procedure B followed by either C or D, starting from 1-[5-(2-methyl-[1,3]dioxolan-2-yl)-furan-2-ylmethyl]-1H-pyrazol-4-ylamine and (E)-3-(3-trifluoromethoxy-phenyl)-acrylic acid. The reactants are C(C)N (ethylamine), Cl[SiH]1N(C=CN1C(C)(C)C)C(C)(C)C (2-chloro-1,3-di-tert-butyl-1,3-diaza-2-silacyclopent-4-ene). Run in CCCCCC (hexane), CCCCCC (hexane). Run at time 2 hour. The product is C(C)(C)(C)N1[SiH](N(C=C1)C(C)(C)C)NCC (1,3-di-tert-butyl-2-ethylamino-1,3-diaza-2-silacyclopent-4-ene). Isolated yield 96.0%. As a reaction SMILES: [CH2:1]([NH2:3])[CH3:2].Cl[SiH:5]1[N:9]([C:10]([CH3:13])([CH3:12])[CH3:11])[CH:8]=[CH:7][N:6]1[C:14]([CH3:17])([CH3:16])[CH3:15]>CCCCCC>[C:14]([N:6]1[CH:7]=[CH:8][N:9]([C:10]([CH3:13])([CH3:12])[CH3:11])[SiH:5]1[NH:3][CH2:1][CH3:2])([CH3:17])([CH3:16])[CH3:15]. Procedure details: In an argon atmosphere, 3.40 g (75.5 mmol) of ethylamine was dissolved in 30 mL of hexane, and a solution obtained by dissolving 5.78 g (24.8 mmol) of Si(tBuNCHCHNtBu)(H)Cl in 5 mL of hexane was added thereto at −20° C. After stirring at room temperature for 2 hours, insoluble matters produced were separated by filtration, and the solvent was removed by distillation from the filtrate under atmospheric pressure. The obtained residue was distilled under reduced pressure (distillation temperature: ... Reactants: C(C)N(CC(=O)N1CCC2=CC(=C(C=C12)NC1=NC2=C(C3=NC4=CC=CC(=C4C(N31)=O)F)C=CN2S(=O)(=O)C2=CC=C(C=C2)C)OC)C (5-{[1-(N-ethyl-N-methylglycyl)-5-(methyloxy)-2,3-dihydro-1H-indol-6-yl]amino}-8-fluoro-3-[(4-methylphenyl)sulfonyl]pyrrolo[2′,3′:4,5]pyrimido[6,1-b]quinazolin-7(3H)-one), CN (methylamine). Run in C(C)(=O)OCC (ethyl acetate). Run at time 8 hour. The product is C(C)N(CC(=O)N1CCC2=CC(=C(C=C12)NC=1N=C(C2=C(N1)N(C=C2)S(=O)(=O)C2=CC=C(C=C2)C)NC2=C(C(=O)NC)C(=CC=C2)F)OC)C (2-({2-{[1-(N-ethyl-N-methylglycyl)-5-(methyloxy)-2,3-dihydro-1H-indol-6-yl]amino}-7-[(4-methylphenyl)sulfonyl]-7H-pyrrolo[2,3-d]pyrimidin-4-yl}amino)-6-fluoro-N-methylbenzamide). Reaction SMILES: [CH2:1]([N:3]([CH3:48])[CH2:4][C:5]([N:7]1[C:15]2[C:10](=[CH:11][C:12]([O:46][CH3:47])=[C:13]([NH:16][C:17]3[N:30]4[C:21](=[N:22][C:23]5[C:28]([C:29]4=[O:31])=[C:27]([F:32])[CH:26]=[CH:25][CH:24]=5)[C:20]4[CH:33]=[CH:34][N:35]([S:36]([C:39]5[CH:44]=[CH:43][C:42]([CH3:45])=[CH:41][CH:40]=5)(=[O:38])=[O:37])[C:19]=4[N:18]=3)[CH:14]=2)[CH2:9][CH2:8]1)=[O:6])[CH3:2].[CH3:49][NH2:50]>C(OCC)(=O)C>[CH2:1]([N:3]([CH3:48])[CH2:4][C:5]([N:7]1[C:15]2[C:10](=[CH:11][C:12]([O:46][CH3:47])=[C:13]([NH:16][C:17]3[N:30]=[C:21]([NH:22][C:23]4[CH:24]=[CH:25][CH:26]=[C:27]([F:32])[C:28]=4[C:29]([NH:50][CH3:49])=[O:31])[C:20]4[CH:33]=[CH:34][N:35]([S:36]([C:39]5[CH:44]=[CH:43][C:42]([CH3:45])=[CH:41][CH:40]=5)(=[O:37])=[O:38])[C:19]=4[N:18]=3)[CH:14]=2)[CH2:9][CH2:8]1)=[O:6])[CH3:2]. Reported procedure: 5-Chloro-8-fluoro-3-[(4-methylphenyl)sulfonyl]pyrrolo[2′,3′:4,5]pyrimido[6,1-b]quinazolin-7(3H)-one (0.6 g, 2.2 mmol) and 1-{[ethyl(methyl)amino]acetyl}-5-(methyloxy)-2,3-dihydro-1H-indol-6-amine (0.8 g, 1.8 mmol) were suspended in 50 ml of THF, the mixture was stirred at 82° C. overnight. The reaction mixture was cooled and diluted with 60 ml of ethyl acetate, and washed with saturated NaHCO3, the organic phase was dried over Na2SO4 and the solvent was removed to yield the 5-{[1-(N-ethyl-N-meth... Reactants: N#Cc1c[nH]c2ccc(CCN=[N+]=[N-])cc12, C1CCOC1, c1ccc(P(c2ccccc2)c2ccccc2)cc1. Yields the product N#Cc1c[nH]c2ccc(CCN)cc12. As a reaction SMILES: [C:1](#[N:2])[c:3]1[cH:4][nH:5][c:6]2[cH:7][cH:8][c:9]([CH2:12][CH2:13][N:14]=[N+:15]=[N-:16])[cH:10][c:11]12.[CH2:36]1[O:37][CH2:38][CH2:39][CH2:40]1.[c:17]1([P:18]([c:19]2[cH:20][cH:21][cH:22][cH:23][cH:24]2)[c:25]2[cH:26][cH:27][cH:28][cH:29][cH:30]2)[cH:31][cH:32][cH:33][cH:34][cH:35]1>>[C:1](#[N:2])[c:3]1[cH:4][nH:5][c:6]2[cH:7][cH:8][c:9]([CH2:12][CH2:13][NH2:14])[cH:10][c:11]12. The reactants are C1(CC1)C1(C=CC(C1)O)C1CC1 (4,4-dicyclopropyl-2-cyclopenten-1-ol), CS(=O)(=O)Cl (methanesulfonyl chloride), C(C)(C)(C)N (t-butylamine), [I-].[Na+] (sodium iodide). The solvent is CC(=O)C (acetone), C(C)N(CC)CC (triethylamine). Reaction conditions: time 10 minute. Yields the product Cl.C(C)(C)(C)NC1C=CC(C1)(C1CC1)C1CC1 (N-t-butyl-4,4-dicyclopropyl-2-cyclopentenylamine hydrochloride). Reaction SMILES: [CH:1]1([C:4]2([CH:10]3[CH2:12][CH2:11]3)[CH2:8][CH:7](O)[CH:6]=[CH:5]2)[CH2:3][CH2:2]1.CS([Cl:17])(=O)=O.[I-].[Na+].[C:20]([NH2:24])([CH3:23])([CH3:22])[CH3:21]>CC(C)=O.C(N(CC)CC)C>[ClH:17].[C:20]([NH:24][CH:7]1[CH2:8][C:4]([CH:10]2[CH2:12][CH2:11]2)([CH:1]2[CH2:3][CH2:2]2)[CH:5]=[CH:6]1)([CH3:23])([CH3:22])[CH3:21] |f:2.3,7.8|. Reported procedure: To a solution of 4,4-dicyclopropyl-2-cyclopenten-1-ol (0.52 g) in acetone (5 ml) were added methanesulfonyl chloride (0.27 ml) and triethylamine (0.49 ml) with ice bath cooling. After being stirred for 10 minutes, sodium iodide (0.52 g) was added thereto, and the mixture was stirred for 10 minutes. To the mixture was added t-butylamine (6.4 ml), and the mixture was stirred at room temperature overnight. The solvent was evaporated in vacuo, and then cold water was added thereto, and the mixture w... Reactants: ClC=1C(OC(OC1C)(C)C)=O (5-chloro-2,2,6-trimethyl-4H-1,3-dioxin-4-one), [Na] (Sodium), [Na] (sodium). The solvent is C(C)O (ethanol). Yields the product C(C)OC(C(C(=O)C)Cl)=O (Ethyl-α-Chloroacetoacetate). Isolated yield 69.9%. As a reaction SMILES: [Na].[Cl:2][C:3]1[C:4](=[O:12])[O:5][C:6](C)([CH3:10])[O:7][C:8]=1[CH3:9]>C(O)C>[CH2:6]([O:5][C:4](=[O:12])[CH:3]([Cl:2])[C:8]([CH3:9])=[O:7])[CH3:10] |^1:0|. Procedure: Sodium metal (0.3 g, 12 mmol) was added to 10 ml of ethanol, and then 5-chloro-2,2,6-trimethyl-4H-1,3-dioxin-4-one (1.76 g, 10 mmol) was added. The reaction was stirred one hour at 20° C., during which time the sodium dissolved. The reaction partitioned between ether and saturated ammonium chloride which had been acidified to pH ~2 with HCl. Evaporation of the ethereal layer, followed by distillation afforded 1.15 g (70%) of the title compound as a colorless liquid.